This data is from the Open Reaction Database (ORD), a public repository of structured organic reaction records. The task is: describe an organic reaction: reactants, conditions, products, and yield Starting materials: CC(=O)c1ncc(F)c2c(C(=O)C(=O)N3CCN(c4nnnn4-c4ccccc4)CC3)c[nH]c12, CCO, Cl, CON. Yields the product CON=C(C)c1ncc(F)c2c(C(=O)C(=O)N3CCN(c4nnnn4-c4ccccc4)CC3)c[nH]c12. Reaction SMILES: [C:1]([CH3:2])(=[O:3])[c:4]1[n:5][cH:6][c:7]([F:34])[c:8]2[c:9]1[nH:10][cH:11][c:12]2[C:13]([C:14](=[O:15])[N:16]1[CH2:17][CH2:18][N:19]([c:22]2[n:23][n:24][n:25][n:26]2-[c:27]2[cH:28][cH:29][cH:30][cH:31][cH:32]2)[CH2:20][CH2:21]1)=[O:33].[CH3:39][CH2:40][OH:41].[ClH:35].[O:36]([CH3:37])[NH2:38]>>[C:1]([CH3:2])([c:4]1[n:5][cH:6][c:7]([F:34])[c:8]2[c:9]1[nH:10][cH:11][c:12]2[C:13]([C:14](=[O:15])[N:16]1[CH2:17][CH2:18][N:19]([c:22]2[n:23][n:24][n:25][n:26]2-[c:27]2[cH:28][cH:29][cH:30][cH:31][cH:32]2)[CH2:20][CH2:21]1)=[O:33])=[N:38][O:36][CH3:37]. Reactants: FCC(C(=O)OC)(CCCN=CC1=CC=CC=C1)N=CC1=CC=CC=C1 (methyl 2-fluoromethyl-2,5-bis(benzylideneamino)pentanoate), Cl (HCl). Solvent: C(C)OCC (diethyl ether). Conditions: time 3 hour. Product: Cl.Cl.FCC(C(=O)OC)(CCCN)N (methyl 2-fluoromethyl-2,5-diaminopentanoate dihydrochloride). Reaction SMILES: [F:1][CH2:2][C:3]([N:19]=CC1C=CC=CC=1)([CH2:8][CH2:9][CH2:10][N:11]=CC1C=CC=CC=1)[C:4]([O:6][CH3:7])=[O:5].[ClH:27]>C(OCC)C>[ClH:27].[ClH:27].[F:1][CH2:2][C:3]([NH2:19])([CH2:8][CH2:9][CH2:10][NH2:11])[C:4]([O:6][CH3:7])=[O:5] |f:3.4.5|. Procedure: A mixture of methyl 2-fluoromethyl-2,5-bis(benzylideneamino)pentanoate (3.11 g) in diethyl ether (20 ml) and N aqueous HCl (100 ml) is stirred at room temperature for 3 hours. The aqueous phase is decanted, washed with ether, and concentrated in vacuo to give 2.5 g of methyl 2-fluoromethyl-2,5-diaminopentanoate dihydrochloride. The reactants are ClC(C(=O)Cl)C (2-chloropropionylchloride), C(C)(C)NC(C)C (diisopropylamine). Solvent: CO (methanol). Product: C(C)(C)N(C(C(C)Cl)=O)C(C)C (2-chloropropionic acid diisopropylamide). RXN SMILES: [Cl:1][CH:2]([CH3:6])[C:3](Cl)=[O:4].[CH:7]([NH:10][CH:11]([CH3:13])[CH3:12])([CH3:9])[CH3:8]>CO>[CH:7]([N:10]([CH:11]([CH3:13])[CH3:12])[C:3](=[O:4])[CH:2]([Cl:1])[CH3:6])([CH3:9])[CH3:8]. Reported procedure: Reaction of 2-chloropropionylchloride with diisopropylamine under the experimental conditions of Example 16, gives the product; b.p. 87°-88° (0.1 mm); Rf=0.67 (methanol); IR (neat) νmax: 2960, 2920, 1650, 1475, 1450, 1370, 1340, 1210, 1040, 620 cm-1 ; Cl (Schoeninger) calculated %: 18.49--Found %: 18.43. Reactants: OC1=C(C=C(C=C1C1=CC=CC=C1)C(C)(C)CC(C)(C)C)N=NC1=C(C=C(C=C1)C1=CC=CC=C1)[N+](=O)[O-] (2-Hydroxy-2′nitro-3,4′-diphenyl-5-tert-octylazobenzene), C(C)(C)(C1=CC=CC=C1)C1=C(C=CC(=C1)C(C)(C)CC(C)(C)C)O (2-α-cumyl-4-tert-octylphenol), [OH-].[Na+] (sodium hydroxide), S(=O)(=O)(O)[O-].C1(=CC=CC=C1)C1=CC(=C(C=C1)[N+]#N)[N+](=O)[O-] (4-phenyl-2-nitrobenzenediazonium hydrogen sulfate). The solvent is CO (methanol). Product: OC1=C(C=C(C=C1C(C)(C)C1=CC=CC=C1)C(C)(C)CC(C)(C)C)N=NC1=C(C=C(C=C1)C1=CC=CC=C1)[N+](=O)[O-] (2-Hydroxy-2′nitro-3-α-cumyl-4′-phenyl-5-tert-octylazobenzene). As a reaction SMILES: OC1C(C2C=CC=CC=2)=CC(C(CC(C)(C)C)(C)C)=CC=1N=NC1C=CC(C2C=CC=CC=2)=CC=1[N+]([O-])=O.[OH-].[Na+].S([O-])(O)(=O)=O.[C:46]1([C:52]2[CH:57]=[CH:56][C:55]([N+:58]#[N:59])=[C:54]([N+:60]([O-:62])=[O:61])[CH:53]=2)[CH:51]=[CH:50][CH:49]=[CH:48][CH:47]=1.[C:63]([C:72]1[CH:77]=[C:76]([C:78]([CH2:81][C:82]([CH3:85])([CH3:84])[CH3:83])([CH3:80])[CH3:79])[CH:75]=[CH:74][C:73]=1[OH:86])([C:66]1[CH:71]=[CH:70][CH:69]=[CH:68][CH:67]=1)([CH3:65])[CH3:64]>CO>[OH:86][C:73]1[C:72]([C:63]([C:66]2[CH:67]=[CH:68][CH:69]=[CH:70][CH:71]=2)([CH3:65])[CH3:64])=[CH:77][C:76]([C:78]([CH2:81][C:82]([CH3:85])([CH3:84])[CH3:83])([CH3:80])[CH3:79])=[CH:75][C:74]=1[N:59]=[N:58][C:55]1[CH:56]=[CH:57][C:52]([C:46]2[CH:47]=[CH:48][CH:49]=[CH:50][CH:51]=2)=[CH:53][C:54]=1[N+:60]([O-:62])=[O:61] |f:1.2,3.4|. Reported procedure: The procedure of Example 1 (D) is followed using sodium hydroxide (4 g, 0.1 mol), methanol (100 mL), 4-phenyl-2-nitrobenzenediazonium hydrogen sulfate (16 g, 0.034 mol) and 2-α-cumyl-4-tert-octylphenol (8.1 g, 0.028 mol) to give the title compound as a dark red solid melting at 176-179° C. Starting materials: ClC1=NNC2=CC=CC=C12 (3-chloro-1H-indazole), BrBr (Br2). The solvent is CCOC(=O)C (EtOAc), CC(=O)O (AcOH). Run at time 18 hour. The product is BrC=1C=C2C(=NNC2=CC1)Cl (5-Bromo-3-chloro-1H-indazole), solid. Yield: 54.0%. RXN SMILES: [Cl:1][C:2]1[C:10]2[C:5](=[CH:6][CH:7]=[CH:8][CH:9]=2)[NH:4][N:3]=1.[Br:11]Br>CC(O)=O.CCOC(C)=O>[Br:11][C:8]1[CH:9]=[C:10]2[C:5](=[CH:6][CH:7]=1)[NH:4][N:3]=[C:2]2[Cl:1]. Procedure: To a room temperature solution of 3-chloro-1H-indazole (10.0 g, 65.5 mmol) in AcOH (250 ml) was added Br2 (3.54 ml, 68.8 mmol) dropwise. The reaction mixture was stirred at room temperature for 18 hours, then diluted with EtOAc (500 ml), washed with aqueous NaOH solution (10%), saturated aqueous NaHCO3 and brine. The organic layer was dried over MgSO4, filtered, concentrated, and the residue was recrystallized from toluene. The solid was washed with hexanes and dried in vacuo affording 5-Bromo-3... Starting materials: Cc1c(OCC(F)(F)F)ccnc1CS(=O)c1nc2ccccc2[nH]1, ClCCl, [H-], [Na+], O, O=C(COc1ccc(S(=O)(=O)Cl)cc1OCC(=O)OCCS(=O)(=O)c1ccccc1)OCCS(=O)(=O)c1ccccc1. Product: Cc1c(OCC(F)(F)F)ccnc1CS(=O)c1nc2ccccc2n1S(=O)(=O)c1ccc(OCC(=O)OCCS(=O)(=O)c2ccccc2)c(OCC(=O)OCCS(=O)(=O)c2ccccc2)c1. Reaction SMILES: [CH3:1][c:2]1[c:3]([CH2:14][S:15](=[O:16])[c:17]2[nH:18][c:19]3[c:20]([n:21]2)[cH:22][cH:23][cH:24][cH:25]3)[n:4][cH:5][cH:6][c:7]1[O:8][CH2:9][C:10]([F:11])([F:12])[F:13].[Cl:71][CH2:72][Cl:73].[H-:27].[Na+:26].[OH2:70].[c:28]1([S:34](=[O:35])(=[O:36])[CH2:37][CH2:38][O:39][C:40]([CH2:41][O:42][c:43]2[c:44]([O:53][CH2:54][C:55](=[O:56])[O:57][CH2:58][CH2:59][S:60](=[O:61])(=[O:62])[c:63]3[cH:64][cH:65][cH:66][cH:67][cH:68]3)[cH:45][c:46]([S:49](=[O:50])(=[O:51])[Cl:52])[cH:47][cH:48]2)=[O:69])[cH:29][cH:30][cH:31][cH:32][cH:33]1>>[CH3:1][c:2]1[c:3]([CH2:14][S:15](=[O:16])[c:17]2[n:18][c:19]3[c:20]([n:21]2[S:49]([c:46]2[cH:45][c:44]([O:53][CH2:54][C:55](=[O:56])[O:57][CH2:58][CH2:59][S:60](=[O:61])(=[O:62])[c:63]4[cH:64][cH:65][cH:66][cH:67][cH:68]4)[c:43]([O:42][CH2:41][C:40]([O:39][CH2:38][CH2:37][S:34]([c:28]4[cH:29][cH:30][cH:31][cH:32][cH:33]4)(=[O:35])=[O:36])=[O:69])[cH:48][cH:47]2)(=[O:50])=[O:51])[cH:22][cH:23][cH:24][cH:25]3)[n:4][cH:5][cH:6][c:7]1[O:8][CH2:9][C:10]([F:11])([F:12])[F:13]. Starting materials: NC=1C=C(CO)C=C(C1CC1=CC=CC=C1)S(N)(=O)=O (3-Amino-4-benzyl-5-sulfamylbenzyl alcohol), C(C)(=O)O (acetic acid), Br (hydrogen bromide). Run in C(C)OCC (diethyl ether). Product: Br.NC=1C=C(CBr)C=C(C1CC1=CC=CC=C1)S(N)(=O)=O (3-Amino-4-benzyl-5-sulfamylbenzyl bromide hydrobromide). RXN SMILES: [NH2:1][C:2]1[CH:3]=[C:4]([CH:7]=[C:8]([S:17](=[O:20])(=[O:19])[NH2:18])[C:9]=1[CH2:10][C:11]1[CH:16]=[CH:15][CH:14]=[CH:13][CH:12]=1)[CH2:5]O.C(O)(=O)C.[BrH:25]>C(OCC)C>[BrH:25].[NH2:1][C:2]1[CH:3]=[C:4]([CH:7]=[C:8]([S:17](=[O:20])(=[O:19])[NH2:18])[C:9]=1[CH2:10][C:11]1[CH:16]=[CH:15][CH:14]=[CH:13][CH:12]=1)[CH2:5][Br:25] |f:4.5|. Procedure: 3-Amino-4-benzyl-5-sulfamylbenzyl alcohol (12.5 g; prepared as described in Example 4) is while stirring added in portions to acetic acid saturated with dry hydrogen bromide (60 ml), and the mixture is stirred for 24 hours. The resulting solution is diluted with diethyl ether (150 ml) and cooled to precipitate 3-amino-4-benzyl-5-sulfamylbenzyl bromide hydrobromide as a hygroscopic material with a melting point of 195°-198° C.